Dataset: the Open Reaction Database (ORD), a public repository of structured organic reaction records. Task: describe an organic reaction: reactants, conditions, products, and yield Starting materials: COC(=O)c1ccc(O)c(Br)n1, COc1ccc(COc2cc(B(O)O)ccc2Cl)cc1, CCOC(C)=O, Cl, [K+], [K+], O=C([O-])[O-], C1COCCO1. Yields the product COC(=O)c1ccc(O)c(-c2ccc(Cl)c(OCc3ccc(OC)cc3)c2)n1. RXN SMILES: [Br:1][c:2]1[c:3]([OH:12])[cH:4][cH:5][c:6]([C:8](=[O:9])[O:10][CH3:11])[n:7]1.[CH3:13][O:14][c:15]1[cH:16][cH:17][c:18]([CH2:19][O:20][c:21]2[cH:22][c:23]([B:28]([OH:29])[OH:30])[cH:24][cH:25][c:26]2[Cl:27])[cH:31][cH:32]1.[CH3:46][CH2:47][O:48][C:49]([CH3:50])=[O:51].[ClH:39].[K+:33].[K+:34].[O-:35][C:36]([O-:37])=[O:38].[O:40]1[CH2:41][CH2:42][O:43][CH2:44][CH2:45]1>>[c:2]1(-[c:23]2[cH:22][c:21]([O:20][CH2:19][c:18]3[cH:17][cH:16][c:15]([O:14][CH3:13])[cH:32][cH:31]3)[c:26]([Cl:27])[cH:25][cH:24]2)[c:3]([OH:12])[cH:4][cH:5][c:6]([C:8](=[O:9])[O:10][CH3:11])[n:7]1. The reactants are C1(CCCC1)C(=O)N=C=S (1-Cyclopentanecarbonyl isothiocyanate), C1(CCCC1)C(=O)Cl (1-cyclopentanecarbonyl chloride), COC=1C=C2C(=NC=NC2=CC1OC)OC1=CC=C(N)C=C1 (4-[(6,7-Dimethoxy-4-quinazolinyl)oxy]aniline), C1(=CC=CC=C1)C (toluene). Solvent: C(C)O (ethanol), C(C)O (ethanol). Conditions: time 2 hour. The product is C1(CCCC1)C(=O)N=C=S (1-Cyclopentanecarbonyl isothiocyanate), C1(CCCC1)C(=O)NC(=S)NC1=CC=C(C=C1)OC1=CC=NC2=CC(=C(C=C12)OC)OC (N-Cyclopentylcarbonyl-N′-{4-[(6,7-dimethoxy-4-quinolyl)oxy]phenyl}thiourea). The yield is 57.0%. Reaction SMILES: [CH:1]1(C(Cl)=O)CCCC1.[CH:9]1([C:14]([N:16]=[C:17]=[S:18])=[O:15])[CH2:13][CH2:12][CH2:11][CH2:10]1.[CH3:19][O:20][C:21]1[CH:22]=[C:23]2[C:28](=[CH:29][C:30]=1[O:31][CH3:32])[N:27]=[CH:26]N=[C:24]2[O:33][C:34]1[CH:40]=[CH:39][C:37]([NH2:38])=[CH:36][CH:35]=1.C1(C)C=CC=CC=1>C(O)C>[CH:9]1([C:14]([N:16]=[C:17]=[S:18])=[O:15])[CH2:13][CH2:12][CH2:11][CH2:10]1.[CH:9]1([C:14]([NH:16][C:17]([NH:38][C:37]2[CH:39]=[CH:40][C:34]([O:33][C:24]3[C:23]4[C:28](=[CH:29][C:30]([O:31][CH3:32])=[C:21]([O:20][CH3:19])[CH:22]=4)[N:27]=[CH:26][CH:1]=3)=[CH:35][CH:36]=2)=[S:18])=[O:15])[CH2:13][CH2:12][CH2:11][CH2:10]1. Procedure: 1-Cyclopentanecarbonyl isothiocyanate was prepared using commercially available 1-cyclopentanecarbonyl chloride (80 mg) as a starting compound according to the description of the literature. 1-Cyclopentanecarbonyl isothiocyanate was dissolved in ethanol (1 ml) to prepare a solution. 4-[(6,7-Dimethoxy-4-quinazolinyl)oxy]aniline (50 mg), toluene (5 ml), and ethanol (1 ml) were added to the solution, and the mixture was stirred at room temperature for 2 hr. The reaction solution was concentrated, a... Reactants: CO, C[O-], COC(OC)c1ccc(C#N)cc1, Cl, NO, [Na+]. Yields the product COC(OC)c1ccc(C(N)=NO)cc1. RXN SMILES: [CH3:20][OH:21].[CH3:4][O-:5].[CH3:7][O:8][CH:9]([c:10]1[cH:11][cH:12][c:13]([C:14]#[N:15])[cH:16][cH:17]1)[O:18][CH3:19].[ClH:1].[NH2:2][OH:3].[Na+:6]>>[N:2]([OH:3])=[C:14]([c:13]1[cH:12][cH:11][c:10]([CH:9]([O:8][CH3:7])[O:18][CH3:19])[cH:17][cH:16]1)[NH2:15]. Reactants: C(C)OC(C(C(=O)[O-])=CC1=CC=C(C=C1)OCC1=C(C=CC=C1Cl)Cl)=O (ethyl[4-(2,6-dichlorobenzyloxy)benzylidene]malonate), [BH4-].[Na+] (sodium borohydride), C(C)(=O)O (acetic acid). The solvent is C(C)O (ethanol). The product is C(C)OC(C(C(=O)OCC)CC1=CC=C(C=C1)OCC1=C(C=CC=C1Cl)Cl)=O (Diethyl[4-(2,6-dichlorobenzyloxy)benzyl]malonate). Isolated yield 88.0%. As a reaction SMILES: [CH2:1]([O:3][C:4](=[O:26])[C:5](=[CH:9][C:10]1[CH:15]=[CH:14][C:13]([O:16][CH2:17][C:18]2[C:23]([Cl:24])=[CH:22][CH:21]=[CH:20][C:19]=2[Cl:25])=[CH:12][CH:11]=1)[C:6]([O-:8])=[O:7])[CH3:2].[BH4-].[Na+].[C:29](O)(=O)[CH3:30]>C(O)C>[CH2:1]([O:3][C:4](=[O:26])[CH:5]([CH2:9][C:10]1[CH:15]=[CH:14][C:13]([O:16][CH2:17][C:18]2[C:23]([Cl:24])=[CH:22][CH:21]=[CH:20][C:19]=2[Cl:25])=[CH:12][CH:11]=1)[C:6]([O:8][CH2:29][CH3:30])=[O:7])[CH3:2] |f:1.2|. Procedure: T a stirred solution of ethyl[4-(2,6-dichlorobenzyloxy)benzylidene]malonate (8.35 g, 19,2 mmol) in ethanol at 0° C. under argon was added sodium borohydride in small portions. Upon completion of the addition, the reaction mixture was adjusted to pH 6 with acetic acid. The mixture was filtered, concentrated in vacuo then partitioned between ether and water. The organic extract was washed successively with 1N hydrochloric acid, saturated sodium bicarbonate solution, water, brine and dried (MgSO4).... Reactants: [Mg] (magnesium), CN(C(C1C(CCCC1)=O)C1=CC(=CC=C1)OC)C (2-[dimethyl-amino-(3-methoxyphenyl)methyl]cyclohexanone), COC=1C=C(CBr)C=CC1 (3-methoxybenzyl bromide), Grignard reagent, [Cl-].[NH4+] (ammonium chloride). The solvent is CCOCC (ether), CCOCC (ether), CCOCC (ether). Product: crude base, Cl.CN(C)C(C1C(CCCC1)(O)CC1=CC(=CC=C1)OC)C1=CC(=CC=C1)OC (2-[dimethylamino-(3-methoxyphenyl)methyl]-1-(3-methoxybenzyl)cyclohexanol, hydrochloride). The yield is 48.4%. RXN SMILES: [Mg].[CH3:2][O:3][C:4]1[CH:5]=[C:6]([CH:9]=[CH:10][CH:11]=1)[CH2:7]Br.[CH3:12][N:13]([CH3:30])[CH:14]([C:22]1[CH:27]=[CH:26][CH:25]=[C:24]([O:28][CH3:29])[CH:23]=1)[CH:15]1[CH2:20][CH2:19][CH2:18][CH2:17][C:16]1=[O:21].[Cl-:31].[NH4+]>CCOCC>[ClH:31].[CH3:30][N:13]([CH:14]([C:22]1[CH:27]=[CH:26][CH:25]=[C:24]([O:28][CH3:29])[CH:23]=1)[CH:15]1[CH2:20][CH2:19][CH2:18][CH2:17][C:16]1([CH2:7][C:6]1[CH:9]=[CH:10][CH:11]=[C:4]([O:3][CH3:2])[CH:5]=1)[OH:21])[CH3:12] |f:3.4,6.7|. Procedure details: 0.32 g (13.0 mmole) of magnesium turnings was stirred in 10 ml of ether of analysis purity. 2.61 g (13.0 mmole) of 3-methoxybenzyl bromide dissolved in 10 ml of ether were added dropwise so that the reaction mixture boiled gently. After completion of the addition the reaction mixture was stirred for a further hour at RT. 3.0 g (10.8 mmole) of the 2-[dimethyl-amino-(3-methoxyphenyl)methyl]cyclohexanone prepared according to Example 9 were dissolved in 10 ml of ether, added dropwise to the Grignar... The reactants are CO (methanol), COC=1C=C(C=CC1)/C=C/C1=CC(=C(C(=O)OC(C)(C)C)C=C1)[N+](=O)[O-] (tert-butyl 4-((E)-2-(3-methoxyphenyl)vinyl)-2-nitrobenzoate). Reagents/catalysts: [Fe] (iron). Solvent: C(C)(=O)O (acetic acid). The product is NC1=C(C(=O)OC(C)(C)C)C=CC(=C1)\C=C\C1=CC(=CC=C1)OC (tert-butyl 2-amino-4-((E)-2-(3-methoxyphenyl)vinyl)benzoate). Reaction SMILES: CO.[CH3:3][O:4][C:5]1[CH:6]=[C:7](/[CH:11]=[CH:12]/[C:13]2[CH:25]=[CH:24][C:16]([C:17]([O:19][C:20]([CH3:23])([CH3:22])[CH3:21])=[O:18])=[C:15]([N+:26]([O-])=O)[CH:14]=2)[CH:8]=[CH:9][CH:10]=1>[Fe].C(O)(=O)C>[NH2:26][C:15]1[CH:14]=[C:13](/[CH:12]=[CH:11]/[C:7]2[CH:8]=[CH:9][CH:10]=[C:5]([O:4][CH3:3])[CH:6]=2)[CH:25]=[CH:24][C:16]=1[C:17]([O:19][C:20]([CH3:23])([CH3:22])[CH3:21])=[O:18]. Reported procedure: 0.70 g of iron powder was added to a suspension of 7.5 mL of methanol and 7.5 mL of acetic acid containing 1.5 g of tert-butyl 4-((E)-2-(3-methoxyphenyl)vinyl)-2-nitrobenzoate, and the resulting mixture was heated to reflux for 2 hours. After the reaction mixture was cooled to room temperature, the solvent was evaporated under reduced pressure. A saturated sodium hydrogen carbonate aqueous solution and ethyl acetate were added to the obtained residue and insoluble were removed by filtration. The... The reactants are C(C)(C)(C)OC(=O)N(C)CC=1C(=C(N(C1)S(=O)(=O)C=1C=C(C(=O)O)C=CC1)C=1C(=NC=CC1)F)F (3-{[4-{[(tert-butoxycarbonyl)(methyl)amino]methyl}-3-fluoro-2-(2-fluoropyridin-3-yl)-1H-pyrrol-1-yl]sulfonyl}benzoic acid), Cl.C(C)N=C=NCCCN(C)C (1-ethyl-3-(3-dimethylaminopropyl)carbodiimide hydrochloride), NCCO (2-aminoethanol). Run in CN(C=O)C (dimethylformamide), CN(C=O)C (dimethylformamide), O (water). Yields the product FC=1C(=CN(C1C=1C(=NC=CC1)F)S(=O)(=O)C1=CC(=CC=C1)C(=O)NCCO)CN(C(OC(C)(C)C)=O)C (tert-butyl ({4-fluoro-5-(2-fluoropyridin-3-yl)-1-[(3-{[(2-hydroxyethyl)amino]carbonyl}phenyl)sulfonyl]-1H-pyrrol-3-yl}methyl)methylcarbamate). Isolated yield 35.6%. RXN SMILES: [C:1]([O:5][C:6]([N:8]([CH2:10][C:11]1[C:12]([F:35])=[C:13]([C:28]2[C:29]([F:34])=[N:30][CH:31]=[CH:32][CH:33]=2)[N:14]([S:16]([C:19]2[CH:20]=[C:21]([CH:25]=[CH:26][CH:27]=2)[C:22]([OH:24])=O)(=[O:18])=[O:17])[CH:15]=1)[CH3:9])=[O:7])([CH3:4])([CH3:3])[CH3:2].Cl.C(N=C=NCCCN(C)C)C.[NH2:48][CH2:49][CH2:50][OH:51]>CN(C)C=O.O>[F:35][C:12]1[C:11]([CH2:10][N:8]([CH3:9])[C:6](=[O:7])[O:5][C:1]([CH3:4])([CH3:2])[CH3:3])=[CH:15][N:14]([S:16]([C:19]2[CH:27]=[CH:26][CH:25]=[C:21]([C:22]([NH:48][CH2:49][CH2:50][OH:51])=[O:24])[CH:20]=2)(=[O:18])=[O:17])[C:13]=1[C:28]1[C:29]([F:34])=[N:30][CH:31]=[CH:32][CH:33]=1 |f:1.2|. Reported procedure: To a solution of 3-{[4-{[(tert-butoxycarbonyl)(methyl)amino]methyl}-3-fluoro-2-(2-fluoropyridin-3-yl)-1H-pyrrol-1-yl]sulfonyl}benzoic acid (300 mg) in dimethylformamide (1.5 mL) were added 1-ethyl-3-(3-dimethylaminopropyl)carbodiimide hydrochloride (136 mg), then a solution of 2-aminoethanol (40 mg) in dimethylformamide (0.5 mL) at room temperature, and the mixture was stirred for 2 hr. The reaction mixture was diluted with water, and extracted with ethyl acetate. The separated aqueous layer was... Starting materials: C1(=CC(=CC=C1)N)N (m-phenylenediamine), C1(CCCCC1)C(=O)O (cyclohexanecarboxylic acid), C=1C=CC2=C(C1)N=NN2O (HOBt), CCN=C=NCCCN(C)C (EDCI). Solvent: CN(C)C=O (DMF), O (water). Conditions: time 2 hour. Yields the product NC=1C=C(C=CC1)NC(=O)C1CCCCC1 (N-(3-aminophenyl)cyclohexanecarboxamide). Yield: 54.5%. RXN SMILES: [C:1]1([NH2:8])[CH:6]=[CH:5][CH:4]=[C:3]([NH2:7])[CH:2]=1.[CH:9]1([C:15](O)=[O:16])[CH2:14][CH2:13][CH2:12][CH2:11][CH2:10]1.C1C=CC2N(O)N=NC=2C=1.CCN=C=NCCCN(C)C>CN(C=O)C.O>[NH2:7][C:3]1[CH:2]=[C:1]([NH:8][C:15]([CH:9]2[CH2:14][CH2:13][CH2:12][CH2:11][CH2:10]2)=[O:16])[CH:6]=[CH:5][CH:4]=1. Procedure details: A mixture of m-phenylenediamine (2.00 g), cyclohexanecarboxylic acid (2.37 g), HOBt (2.75 g) and EDCI (3.9 g) in DMF (20 mL) was stirred at ambient temperature for 2 hours. The reaction mixture was diluted with water and the resulting solid was collected by filtration. The solid was purified by silica gel column chromatography (hexane/ethyl acetate=4/1 to 1/2 v/v) to give N-(3-aminophenyl)cyclohexanecarboxamide (2.2 g) as a white powder. Reactants: CC1CC(N(C1)C1=CC=C(C(=O)OCC)C=C1)=O (ethyl 4-(4-methyl-2-oxopyrrolidin-1-yl)benzoate), C1(CC1)C=1C=C(C(=NC1)N1CCNCC1)C (1-(5-cyclopropyl-3-methylpyridin-2-yl)piperazine). The product is C1(CC1)C=1C=C(C(=NC1)N1CCN(CC1)C(=O)C1=CC=C(C=C1)N1C(CC(C1)C)=O)C (1-{4-[4-(5-cyclopropyl-3-methylpyridin-2-yl)piperazine-1-carbonyl]phenyl}-4-methylpyrrolidin-2-one). Yield: 22.9%. Reaction SMILES: [CH3:1][CH:2]1[CH2:6][N:5]([C:7]2[CH:17]=[CH:16][C:10]([C:11]([O:13]CC)=O)=[CH:9][CH:8]=2)[C:4](=[O:18])[CH2:3]1.[CH:19]1([C:22]2[CH:23]=[C:24]([CH3:34])[C:25]([N:28]3[CH2:33][CH2:32][NH:31][CH2:30][CH2:29]3)=[N:26][CH:27]=2)[CH2:21][CH2:20]1>>[CH:19]1([C:22]2[CH:23]=[C:24]([CH3:34])[C:25]([N:28]3[CH2:29][CH2:30][N:31]([C:11]([C:10]4[CH:9]=[CH:8][C:7]([N:5]5[CH2:6][CH:2]([CH3:1])[CH2:3][C:4]5=[O:18])=[CH:17][CH:16]=4)=[O:13])[CH2:32][CH2:33]3)=[N:26][CH:27]=2)[CH2:21][CH2:20]1. Procedure: Using ethyl 4-(4-methyl-2-oxopyrrolidin-1-yl)benzoate (124 mg) described in Preparation Example 48 and 1-(5-cyclopropyl-3-methylpyridin-2-yl)piperazine (109 mg) described in Preparation Example 83 and by the reaction and treatment in the same manner as in Example 109, the title compound (48 mg) was obtained.